This data is from the Open Reaction Database (ORD), a public repository of structured organic reaction records. The task is: describe an organic reaction: reactants, conditions, products, and yield Starting materials: NC1=C(C=O)C=C(C=C1C)N1C=NC(=C1)C (2-amino-3-methyl-5-(4-methylimidazol-1-yl)benzaldehyde), CO (methanol), [BH4-].[Na+] (sodiumborohydride). Reaction conditions: time 6 hour. The product is NC1=C(C(C)O)C=C(C=C1)N1C=NC(=C1)C (2-amino-methyl-5-(4-methylimidazol-1-yl)benzylalcohol). The yield is 59.0%. RXN SMILES: [NH2:1][C:2]1[C:9](C)=[CH:8][C:7]([N:11]2[CH:15]=[C:14]([CH3:16])[N:13]=[CH:12]2)=[CH:6][C:3]=1[CH:4]=[O:5].[BH4-].[Na+].[CH3:19]O>>[NH2:1][C:2]1[CH:9]=[CH:8][C:7]([N:11]2[CH:15]=[C:14]([CH3:16])[N:13]=[CH:12]2)=[CH:6][C:3]=1[CH:4]([OH:5])[CH3:19] |f:1.2|. Reported procedure: 2-amino-3-methyl-5-(4-methylimidazol-1-yl)benzaldehyde (57 mg) was dissolved in methanol (1 ml) and sodiumborohydride (40 mg) was added thereto at 0° C. The mixture was stirred at room temperature for 6 hours and was distilled under reduced pressure to remove solvent. To the residue was added water. The mixture was extracted with chloroform. The extract was dried with Na2SO4 and distilled to give 34 mg (59%) of the title compound. Reactants: CC(=O)O[BH-](OC(C)=O)OC(C)=O, ClCCCl, Nc1ccccc1, [Na+], [Na+], NC(=O)c1ccc(Oc2ccc(CCC=O)cc2)nc1, [OH-]. Product: NC(=O)c1ccc(Oc2ccc(CCCNc3ccccc3)cc2)nc1. As a reaction SMILES: [C:1]([O:2][BH-:3]([O:4][C:5](=[O:6])[CH3:7])[O:8][C:9](=[O:10])[CH3:11])(=[O:12])[CH3:13].[Cl:44][CH2:45][CH2:46][Cl:47].[NH2:35][c:36]1[cH:37][cH:38][cH:39][cH:40][cH:41]1.[Na+:14].[Na+:43].[O:15]=[CH:16][CH2:17][CH2:18][c:19]1[cH:20][cH:21][c:22]([O:23][c:24]2[n:25][cH:26][c:27]([C:28](=[O:29])[NH2:30])[cH:31][cH:32]2)[cH:33][cH:34]1.[OH-:42]>>[CH2:16]([CH2:17][CH2:18][c:19]1[cH:20][cH:21][c:22]([O:23][c:24]2[n:25][cH:26][c:27]([C:28](=[O:29])[NH2:30])[cH:31][cH:32]2)[cH:33][cH:34]1)[NH:35][c:36]1[cH:37][cH:38][cH:39][cH:40][cH:41]1. Reactants: C(C)(=O)OCC (Ethyl acetate), ethyl acetate hexanes, ClC1=CC=C(C=N1)[C@H](COS(=O)(=O)C1=CC=C(C=C1)C)O ((R)-toluene-4-sulfonic acid 2-(6-chloro-pyridin-3-yl)-2-hydroxy-ethyl ester), N1C=NC=C1 (imidazole), [Si](C)(C)(C(C)(C)C)Cl (t-butyldimethylsilyl chloride). Solvent: CN(C=O)C (dimethyformamide). Reaction conditions: temperature 50 celsius, time 18 hour. Product: C(C)(C)(C)[Si](O[C@@H](COS(=O)(=O)C1=CC=C(C=C1)C)C=1C=NC(=CC1)Cl)(C)C ((R)-Toluene-4-sulfonic acid 2-(tert-butyl-dimethyl-silanyloxy)-2-(6-chloro-pyridin-3-yl)-ethyl ester). Yield: 84.7%. As a reaction SMILES: [Cl:1][C:2]1[N:7]=[CH:6][C:5]([C@@H:8]([OH:21])[CH2:9][O:10][S:11]([C:14]2[CH:19]=[CH:18][C:17]([CH3:20])=[CH:16][CH:15]=2)(=[O:13])=[O:12])=[CH:4][CH:3]=1.N1C=CN=C1.[Si:27](Cl)([C:30]([CH3:33])([CH3:32])[CH3:31])([CH3:29])[CH3:28].C(OCC)(=O)C>CN(C)C=O>[C:30]([Si:27]([CH3:29])([CH3:28])[O:21][C@H:8]([C:5]1[CH:6]=[N:7][C:2]([Cl:1])=[CH:3][CH:4]=1)[CH2:9][O:10][S:11]([C:14]1[CH:15]=[CH:16][C:17]([CH3:20])=[CH:18][CH:19]=1)(=[O:13])=[O:12])([CH3:33])([CH3:32])[CH3:31]. Procedure: To a cooled (50° C.), stirred solution of (R)-toluene-4-sulfonic acid 2-(6-chloro-pyridin-3-yl)-2-hydroxy-ethyl ester (4.9 g) and imidazole (2.0 g) in anhydrous dimethyformamide (14 mL) was added t-butyldimethylsilyl chloride (2.8 g). The reaction mixture was allowed to warm to room temperature and stirring was continued for 18 h. Ethyl acetate was added, followed by washing with water (2×), drying over sodium sulfate and concentration in vacuo to afford an oil. Chromatography (Flash 40M®) utili... Starting materials: [Al+3], CC(=O)Cl, Cc1ccc2c(c1)OC(C)(C)CC2(C)C, [Cl-], [Cl-], [Cl-], C[N+](=O)[O-], O. The product is CC(=O)c1cc2c(cc1C)OC(C)(C)CC2(C)C. RXN SMILES: [Al+3:21].[CH3:16][C:17]([Cl:18])=[O:19].[CH3:1][C:2]1([CH3:15])[O:3][c:4]2[cH:5][c:6]([CH3:14])[cH:7][cH:8][c:9]2[C:10]([CH3:12])([CH3:13])[CH2:11]1.[Cl-:20].[Cl-:22].[Cl-:23].[N+:24]([CH3:25])([O-:26])=[O:27].[OH2:28]>>[CH3:1][C:2]1([CH3:15])[O:3][c:4]2[cH:5][c:6]([CH3:14])[c:7]([C:17]([CH3:16])=[O:19])[cH:8][c:9]2[C:10]([CH3:12])([CH3:13])[CH2:11]1. Reactants: CCOC(=O)c1ccc(-c2c(F)c(OC)cc(OC)c2F)c2nccnc12, C[Al](C)C, ClCCl, CN(CC(=O)N(C)C)Cc1ccc(N)nc1, [Na+], O=C([O-])O. The product is COc1cc(OC)c(F)c(-c2ccc(C(=O)Nc3ccc(CN(C)CC(=O)N(C)C)cn3)c3nccnc23)c1F. RXN SMILES: [CH2:1]([O:2][C:4](=[O:5])[c:6]1[c:7]2[n:8][cH:9][cH:10][n:11][c:12]2[c:13](-[c:16]2[c:17]([F:27])[c:18]([O:25][CH3:26])[cH:19][c:20]([O:23][CH3:24])[c:21]2[F:22])[cH:14][cH:15]1)[CH3:3].[CH3:44][Al:45]([CH3:46])[CH3:47].[Cl:53][CH2:54][Cl:55].[NH2:28][c:29]1[cH:30][cH:31][c:32]([CH2:35][N:36]([CH2:37][C:38](=[O:39])[N:40]([CH3:41])[CH3:42])[CH3:43])[cH:33][n:34]1.[Na+:52].[O-:48][C:49]([OH:50])=[O:51]>>[C:4](=[O:5])([c:6]1[c:7]2[n:8][cH:9][cH:10][n:11][c:12]2[c:13](-[c:16]2[c:17]([F:27])[c:18]([O:25][CH3:26])[cH:19][c:20]([O:23][CH3:24])[c:21]2[F:22])[cH:14][cH:15]1)[NH:28][c:29]1[cH:30][cH:31][c:32]([CH2:35][N:36]([CH2:37][C:38](=[O:39])[N:40]([CH3:41])[CH3:42])[CH3:43])[cH:33][n:34]1. Starting materials: O(C1=CC=CC=C1)CCCC#CC1=CC=C(CO)C=C1 (4-(5-phenoxy-1-pentyn-1-yl)benzyl alcohol), [H][H] (hydrogen). The reagents and catalysts are [Pd] (palladium on charcoal). Solvent: CO (methanol). The product is O(C1=CC=CC=C1)CCCCCC1=CC=C(CO)C=C1 (4-(5-Phenoxypent-1-yl)benzyl alcohol). The yield is 96.7%. As a reaction SMILES: [O:1]([CH2:8][CH2:9][CH2:10][C:11]#[C:12][C:13]1[CH:20]=[CH:19][C:16]([CH2:17][OH:18])=[CH:15][CH:14]=1)[C:2]1[CH:7]=[CH:6][CH:5]=[CH:4][CH:3]=1.[H][H]>CO.[Pd]>[O:1]([CH2:8][CH2:9][CH2:10][CH2:11][CH2:12][C:13]1[CH:14]=[CH:15][C:16]([CH2:17][OH:18])=[CH:19][CH:20]=1)[C:2]1[CH:3]=[CH:4][CH:5]=[CH:6][CH:7]=1. Procedure details: A solution of 0.54 g of 4-(5-phenoxy-1-pentyn-1-yl)benzyl alcohol in 100 ml methanol was treated with 230 mg of 5% palladium on charcoal and 58 PSI hydrogen for 3.5 hours The product mixture was filtered using celite and the filtrate was evaporated in vacuo to yield 0.53 g of the compound in the heading in the form of a light tan solid which was used without purification.